Dataset: the Open Reaction Database (ORD), a public repository of structured organic reaction records. Task: describe an organic reaction: reactants, conditions, products, and yield The reactants are C(C)(=O)C=1C=C(C(=O)OC)C=C(C1)C(N(CCC)CCC)=O (methyl 3-acetyl-5-(dipropylcarbamoyl)benzoate), CO (MeOH), O (H2O), [Li+].[OH-] (LiOH). Run in C1CCOC1 (THF). Run at time 1 hour. Yields the product C(C)(=O)C=1C=C(C(=O)O)C=C(C1)C(N(CCC)CCC)=O (3-acetyl-5-(dipropylcarbamoyl)benzoic acid). Yield: 96.1%. Reaction SMILES: [C:1]([C:4]1[CH:5]=[C:6]([CH:11]=[C:12]([C:14](=[O:22])[N:15]([CH2:19][CH2:20][CH3:21])[CH2:16][CH2:17][CH3:18])[CH:13]=1)[C:7]([O:9]C)=[O:8])(=[O:3])[CH3:2].CO.O.[Li+].[OH-]>C1COCC1>[C:1]([C:4]1[CH:5]=[C:6]([CH:11]=[C:12]([C:14](=[O:22])[N:15]([CH2:19][CH2:20][CH3:21])[CH2:16][CH2:17][CH3:18])[CH:13]=1)[C:7]([OH:9])=[O:8])(=[O:3])[CH3:2] |f:3.4|. Procedure details: To a solution of methyl 3-acetyl-5-(dipropylcarbamoyl)benzoate (38 mg, 0.125 mmol) in a mixture of THF (0.1 mL), MeOH (0.2 mL) and H2O (0.5 mL), was added LiOH (8.9 mg, 0.374 mmol) and the mixture was stirred at room temperature for 1 h. The mixture was concentrated and partitioned between ethyl acetate and H2O. The aqueous layer was washed with ethyl acetate twice and acidified with 1N HCl solution to pH around 2˜3. The aqueous layer was extracted with ethyl acetate 3 times and the combined org...